Dataset: the Open Reaction Database (ORD), a public repository of structured organic reaction records. Task: describe an organic reaction: reactants, conditions, products, and yield Reactants: COC(C1=C(C(=CC=C1)C)NS(=O)(=O)C1=CC=C(C=C1)OC)=O (2-(4-Methoxy-benzenesulfonylamino)-3-methyl-benzoic acid methyl ester), C(C1=CC=CC=C1)(=O)OOC(C1=CC=CC=C1)=O (dibenzoyl peroxide), BrN1C(CCC1=O)=O (N-bromosuccinimide). Run in C(Cl)(Cl)(Cl)Cl (carbon tetrachloride). Reaction conditions: time 3 hour. The product is COC(C1=C(C(=CC=C1)C=O)NS(=O)(=O)C1=CC=C(C=C1)OC)=O (3-Formyl-2-(4-methoxy-benzenesulfonylamino)-benzoic acid methyl ester). Isolated yield 165.4%. RXN SMILES: [CH3:1][O:2][C:3](=[O:23])[C:4]1[CH:9]=[CH:8][CH:7]=[C:6]([CH3:10])[C:5]=1[NH:11][S:12]([C:15]1[CH:20]=[CH:19][C:18]([O:21][CH3:22])=[CH:17][CH:16]=1)(=[O:14])=[O:13].C(OOC(=O)C1C=CC=CC=1)(=[O:31])C1C=CC=CC=1.BrN1C(=O)CCC1=O>C(Cl)(Cl)(Cl)Cl>[CH3:1][O:2][C:3](=[O:23])[C:4]1[CH:9]=[CH:8][CH:7]=[C:6]([CH:10]=[O:31])[C:5]=1[NH:11][S:12]([C:15]1[CH:16]=[CH:17][C:18]([O:21][CH3:22])=[CH:19][CH:20]=1)(=[O:14])=[O:13]. Procedure: To a solution of 1.0 g (2.985 mmol) of the product of Example 3 in 100 mL of carbon tetrachloride was added 0.20 g of dibenzoyl peroxide and 1.168 g (6.568 mmol) of N-bromosuccinimide. The resulting mixture was refluxed for 18 h, cooled, washed with sodium bisulfite solution and water, dried over MgSO4, filtered and concentrated in vacuo. The residue was diluted with 10 mL of THF and 10 mL of 1N sodium hydroxide solution and the mixture was stirred at room temperature for 3 h. The reaction mixtu... Reactants: OOS(=O)[O-].[K+] (OXONE), CO (methanol), C(C)C1(OC(=CC1=O)C1=CC=C(C=C1)SC)CC (2,2-diethyl-5-{4-(methylthio)phenyl}-3(2H)-furanone). Solvent: O (water), TBF. Conditions: time 14 hour. Product: C(C)C1(OC(=CC1=O)C1=CC=C(C=C1)S(=O)(=O)C)CC (2,2-diethyl-5-{4-(methylsulfonyl)phenyl}-3(2H)-furanone). As a reaction SMILES: [CH2:1]([C:3]1([CH2:17][CH3:18])[C:7](=[O:8])[CH:6]=[C:5]([C:9]2[CH:14]=[CH:13][C:12](SC)=[CH:11][CH:10]=2)[O:4]1)[CH3:2].O[O:20][S:21]([O-:23])=O.[K+].[CH3:25]O>O>[CH2:17]([C:3]1([CH2:1][CH3:2])[C:7](=[O:8])[CH:6]=[C:5]([C:9]2[CH:14]=[CH:13][C:12]([S:21]([CH3:25])(=[O:23])=[O:20])=[CH:11][CH:10]=2)[O:4]1)[CH3:18] |f:1.2|. Procedure details: To a stirred solution of the crude 2,2-diethyl-5-{4-(methylthio)phenyl}-3(2H)-furanone (5.6 g) obtained in the previous step in 50 ml TBF and 50 ml methanol, was added dropwise 20 g of OXONE dissolved in 50 ml water at 0° C. Then the mixture was then stirred at room temperature for 14 hours. The insoluble materials were filtered off and the filtrate was concentrated in vacuo. The resulting residue was extracted with water and ethylacetate (150 ml×2). The ethylacetate layer was concentrated and t...